Dataset: the Open Reaction Database (ORD), a public repository of structured organic reaction records. Task: describe an organic reaction: reactants, conditions, products, and yield The reactants are CC(OC(=O)C(Oc1cccc(C(F)(F)F)c1)c1ccc(Cl)cc1)C(=O)N1CCCC1, Cc1ccccc1, Cl, O. Product: O=C(O)C(Oc1cccc(C(F)(F)F)c1)c1ccc(Cl)cc1. RXN SMILES: [CH3:1][CH:2]([C:3](=[O:4])[N:5]1[CH2:6][CH2:7][CH2:8][CH2:9]1)[O:10][C:11]([CH:12]([O:13][c:14]1[cH:15][c:16]([C:20]([F:21])([F:22])[F:23])[cH:17][cH:18][cH:19]1)[c:24]1[cH:25][cH:26][c:27]([Cl:30])[cH:28][cH:29]1)=[O:31].[CH3:34][c:35]1[cH:36][cH:37][cH:38][cH:39][cH:40]1.[ClH:33].[OH2:32]>>[O:10]=[C:11]([CH:12]([O:13][c:14]1[cH:15][c:16]([C:20]([F:21])([F:22])[F:23])[cH:17][cH:18][cH:19]1)[c:24]1[cH:25][cH:26][c:27]([Cl:30])[cH:28][cH:29]1)[OH:31]. The reactants are ClC=1C=C2C(C(=CN(C2=CC1Cl)CC)C(=O)O)=O (6,7-dichloro-1-ethyl-4-oxo-1,4-dihydro-quinoline-3-carboxylic acid), C(C1=CC=CC=C1)N1CCNCC1 (1-benzylpiperazine). Run in CS(=O)C (DMSO). Run at temperature 110 celsius, time 2 hour. The product is C(C1=CC=CC=C1)N1CCN(CC1)C1=C(C=C2C(C(=CN(C2=C1)CC)C(=O)O)=O)Cl (7-(4-benzylpiperazinyl)-6-chloro-1-ethyl-4-oxo-1,4-dihydro-quinoline-3-carboxylic acid). The yield is 50.0%. RXN SMILES: [Cl:1][C:2]1[CH:3]=[C:4]2[C:9](=[CH:10][C:11]=1Cl)[N:8]([CH2:13][CH3:14])[CH:7]=[C:6]([C:15]([OH:17])=[O:16])[C:5]2=[O:18].[CH2:19]([N:26]1[CH2:31][CH2:30][NH:29][CH2:28][CH2:27]1)[C:20]1[CH:25]=[CH:24][CH:23]=[CH:22][CH:21]=1>CS(C)=O>[CH2:19]([N:26]1[CH2:31][CH2:30][N:29]([C:11]2[CH:10]=[C:9]3[C:4]([C:5](=[O:18])[C:6]([C:15]([OH:17])=[O:16])=[CH:7][N:8]3[CH2:13][CH3:14])=[CH:3][C:2]=2[Cl:1])[CH2:28][CH2:27]1)[C:20]1[CH:21]=[CH:22][CH:23]=[CH:24][CH:25]=1. Procedure details: A solution of 4.3 g of 6,7-dichloro-1-ethyl-4-oxo-1,4-dihydro-quinoline-3-carboxylic acid and 10.5 g of 1-benzylpiperazine in 45 cm3 of DMSO was stirred and heated to 110° C. After 2 hours, the amount of Cl- ions in the reaction mixture corresponded to 94% of the amount calculated for the removal of one halogen atom. After evaporation of the solvent, the reaction product was isolated as in the preceding example; it was purified by recrystallisation from methyl cellosolve. 3.2 g of 7-(4-benzylpip... Starting materials: C(C)OC(=O)C1(CC1)C1=CC=C(C=C1)C1=CC=C(C=C1)C1=C(C(=NO1)C)CBr (1-[4′-(4-bromomethyl-3-methyl-isoxazol-5-yl)-biphenyl-4-yl]-cyclopropanecarboxylic acid ethyl ester), C1(=CC=CC=C1)[C@@H]1NC(OC1)=O ((S)-4-phenyl-oxazolidin-2-one). Product: C(C)OC(=O)C1(CC1)C1=CC=C(C=C1)C1=CC=C(C=C1)C1=C(C(=NO1)C)CN1C(OC[C@@H]1C1=CC=CC=C1)=O (1-{4′-[3-Methyl-4-((S)-2-oxo-4-phenyl-oxazolidin-3-ylmethyl)-isoxazol-5-yl]-biphenyl-4-yl}-cyclopropanecarboxylic acid ethyl ester). RXN SMILES: [CH2:1]([O:3][C:4]([C:6]1([C:9]2[CH:14]=[CH:13][C:12]([C:15]3[CH:20]=[CH:19][C:18]([C:21]4[O:25][N:24]=[C:23]([CH3:26])[C:22]=4[CH2:27]Br)=[CH:17][CH:16]=3)=[CH:11][CH:10]=2)[CH2:8][CH2:7]1)=[O:5])[CH3:2].[C:29]1([C@H:35]2[CH2:39][O:38][C:37](=[O:40])[NH:36]2)[CH:34]=[CH:33][CH:32]=[CH:31][CH:30]=1>>[CH2:1]([O:3][C:4]([C:6]1([C:9]2[CH:14]=[CH:13][C:12]([C:15]3[CH:20]=[CH:19][C:18]([C:21]4[O:25][N:24]=[C:23]([CH3:26])[C:22]=4[CH2:27][N:36]4[C@@H:35]([C:29]5[CH:34]=[CH:33][CH:32]=[CH:31][CH:30]=5)[CH2:39][O:38][C:37]4=[O:40])=[CH:17][CH:16]=3)=[CH:11][CH:10]=2)[CH2:8][CH2:7]1)=[O:5])[CH3:2]. Reported procedure: Prepared according to the procedure described in Example 5, Step 3, using 1-[4′-(4-bromomethyl-3-methyl-isoxazol-5-yl)-biphenyl-4-yl]-cyclopropanecarboxylic acid ethyl ester and (S)-4-phenyl-oxazolidin-2-one. Starting materials: CN (monomethyl amine), title compound 1, ClC1=CC=C(C=C1)S(=O)(=O)NC(=O)C1=NN(C=2C3=C(CCCC12)C=C(C=C3)Cl)C3=C(C=C(C=C3)Cl)Cl (4-Chloro-N-{8-chloro-1-(2,4-dichloro-phenyl)-1,4,5,6-tetrahydro-1,2-diaza-benzo [e] azulene-3-carbonyl}-benzene-sulfonamide), P(Cl)(Cl)(Cl)(Cl)Cl (PCl5). The solvent is O (water), ClC1=CC=CC=C1 (chlorobenzene), ClCCl (dichloromethane). Run at temperature 2.5 celsius, time 1 hour. Yields the product ClC1=CC=C(C=C1)S(=O)(=O)N=C(NC)C1=NN(C=2C3=C(CCCC12)C=C(C=C3)Cl)C3=C(C=C(C=C3)Cl)Cl (4-Chloro-N-{[8-chloro-1-(2,4-dichloro-phenyl)-1,4,5,6-tetrahydro-1,2-diaza-benzo [e] azulene-3-yl]-methylamino-methylene}-benzene sulfonamide). As a reaction SMILES: [Cl:1][C:2]1[CH:7]=[CH:6][C:5]([S:8]([NH:11][C:12]([C:14]2[C:23]3[CH2:22][CH2:21][CH2:20][C:19]4[CH:24]=[C:25]([Cl:28])[CH:26]=[CH:27][C:18]=4[C:17]=3[N:16]([C:29]3[CH:34]=[CH:33][C:32]([Cl:35])=[CH:31][C:30]=3[Cl:36])[N:15]=2)=O)(=[O:10])=[O:9])=[CH:4][CH:3]=1.P(Cl)(Cl)(Cl)(Cl)Cl.[CH3:43][NH2:44]>ClC1C=CC=CC=1.ClCCl.O>[Cl:1][C:2]1[CH:7]=[CH:6][C:5]([S:8]([N:11]=[C:12]([C:14]2[C:23]3[CH2:22][CH2:21][CH2:20][C:19]4[CH:24]=[C:25]([Cl:28])[CH:26]=[CH:27][C:18]=4[C:17]=3[N:16]([C:29]3[CH:34]=[CH:33][C:32]([Cl:35])=[CH:31][C:30]=3[Cl:36])[N:15]=2)[NH:44][CH3:43])(=[O:10])=[O:9])=[CH:4][CH:3]=1. Procedure: 4-Chloro-N-{8-chloro-1-(2,4-dichloro-phenyl)-1,4,5,6-tetrahydro-1,2-diaza-benzo [e] azulene-3-carbonyl}-benzene-sulfonamide (2.0 g, 3.44 mmol) and PCl5 (1.56 g, 6.88 mmol) in chlorobenzene (20 mL) were refluxed at ca. 120° C. over a period of 3.0 h. The solvents were evaporated under reduced pressure to afford yellow gummy solid. The gummy solid was taken in dichloromethane (15 mL) and cooled to 0-5° C. To this cooled solution, 40% aq. monomethyl amine solution (5.0 mL) was added and stirred at ... The reactants are NCC1=NN=C(O1)C1=CC=C(C=C1)C1=CC(=CC=C1C)C(=O)NC1CC1 (4′-[5-(aminomethyl)-1,3,4-oxadiazol-2-yl]-N-cyclopropyl-6-methyl-1,1′-biphenyl-3-carboxamide), CS(=O)(=O)Cl (methanesulphonyl chloride). Run in N1=CC=CC=C1 (pyridine). Reaction conditions: time 18 hour. Yields the product C1(CC1)NC(=O)C=1C=C(C(=CC1)C)C1=CC=C(C=C1)C=1OC(=NN1)CNS(=O)(=O)C (N-Cyclopropyl-6-methyl-4′-(5-{[(methylsulfonyl)amino]methyl}-1,3,4-oxadiazol-2-yl)-1,1′-biphenyl-3-carboxamide). Reaction SMILES: [NH2:1][CH2:2][C:3]1[O:7][C:6]([C:8]2[CH:13]=[CH:12][C:11]([C:14]3[C:19]([CH3:20])=[CH:18][CH:17]=[C:16]([C:21]([NH:23][CH:24]4[CH2:26][CH2:25]4)=[O:22])[CH:15]=3)=[CH:10][CH:9]=2)=[N:5][N:4]=1.[CH3:27][S:28](Cl)(=[O:30])=[O:29]>N1C=CC=CC=1>[CH:24]1([NH:23][C:21]([C:16]2[CH:15]=[C:14]([C:11]3[CH:10]=[CH:9][C:8]([C:6]4[O:7][C:3]([CH2:2][NH:1][S:28]([CH3:27])(=[O:30])=[O:29])=[N:4][N:5]=4)=[CH:13][CH:12]=3)[C:19]([CH3:20])=[CH:18][CH:17]=2)=[O:22])[CH2:26][CH2:25]1. Procedure details: 4′-[5-Aminomethyl)-1,3,4-oxadiazol-2-yl]-N-cyclopropyl-6-methyl-1,1′-biphenyl-3-carboxamide (Example 53) (30 mg) was mixed with methanesulphonyl chloride (0.02 ml) and pyridine (0.034 ml) in DCm (3 ml) and the reaction stirred at room temperature for 18 hours. The reaction was washed with water (4×4 ml) and then hydrochloric acid (2N, 5 ml). The organic phase was reduced to dryness under vacuum and the residue purified by HPLC to give after evaporation of the solvents N-cyclopropyl-6-methyl-4′-5... Reactants: C(\C(\C)=C/C)(=O)OC (methyl angelate), CC(CCO)C=C (3-methyl-4-pentenol), C(CCCCCCCCCCC)(=O)[O-].C(CCCCCCC)[Sn+2]CCCCCCCC.C(CCCCCCCCCCC)(=O)[O-] (dioctyltin laurate). The solvent is C1(=CC=CC=C1)C (toluene). Product: C(\C(\C)=C/C)(=O)OCCC(C=C)C (3-Methyl-4-Pentenyl Angelate). As a reaction SMILES: [C:1]([O:7][CH3:8])(=[O:6])/[C:2](=[CH:4]\[CH3:5])/[CH3:3].[CH3:9][CH:10]([CH:14]=C)[CH2:11][CH2:12]O.C([O-])(=O)CCCCCCCCCCC.C([Sn+2]CCCCCCCC)CCCCCCC.C([O-])(=O)CCCCCCCCCCC>C1(C)C=CC=CC=1>[C:1]([O:7][CH2:8][CH2:9][CH:10]([CH3:14])[CH:11]=[CH2:12])(=[O:6])/[C:2](=[CH:4]\[CH3:5])/[CH3:3] |f:2.3.4|. Reported procedure: A mixture of 22.8 g. of methyl angelate, 10.0 g. of 3-methyl-4-pentenol, 100 ml. of toluene and 0.9 g. of dioctyltin laurate was reacted under the same conditions as in Example 1. The resulting mixture was subjected to single distillation to give 16.91 g. of a distillate boiling at 109° C. (21 mmHg). The distillate was further subjected to rectification to give 12.54 g. of a distillate boiling at 109° C. (21 mmHg). Analysis of the compound by gaschromatography done under the same conditions as i... Starting materials: CCc1ccc(C(=O)N2CCC3(CC2)Oc2cc(C(=O)OC)ccc2-n2cccc23)cc1OC, CCOC(C)=O, [Li+], C1COCCO1, [OH-]. Product: CCc1ccc(C(=O)N2CCC3(CC2)Oc2cc(C(=O)O)ccc2-n2cccc23)cc1OC. Reaction SMILES: [CH2:1]([CH3:2])[c:3]1[c:4]([O:33][CH3:34])[cH:5][c:6]([C:7](=[O:8])[N:9]2[CH2:10][CH2:11][C:12]3([CH2:13][CH2:14]2)[O:15][c:16]2[c:17]([cH:23][cH:24][c:25]([C:27](=[O:28])[O:29][CH3:30])[cH:26]2)-[n:18]2[c:19]3[cH:20][cH:21][cH:22]2)[cH:31][cH:32]1.[CH3:43][CH2:44][O:45][C:46](=[O:47])[CH3:48].[Li+:36].[O:37]1[CH2:38][CH2:39][O:40][CH2:41][CH2:42]1.[OH-:35]>>[CH2:1]([CH3:2])[c:3]1[c:4]([O:33][CH3:34])[cH:5][c:6]([C:7](=[O:8])[N:9]2[CH2:10][CH2:11][C:12]3([CH2:13][CH2:14]2)[O:15][c:16]2[c:17]([cH:23][cH:24][c:25]([C:27](=[O:28])[OH:29])[cH:26]2)-[n:18]2[c:19]3[cH:20][cH:21][cH:22]2)[cH:31][cH:32]1. Run in C([O-])(O)=O.[Na+] (sodium bicarbonate). Reported procedure: A mixture of 7-[2-tert-butoxycarbonylmethoxyimino-2-(5-amino-1,2,4-thiadiazol-3-yl)acetamido]-3-[1-(2-propynyl)-1H-tetrazol-5-yl]thiomethyl-3-cephem-4-carboxylic acid (syn isomer)(3.5 g), formic acid (35 ml) and conc. hydrochloric acid (1.0 ml) was stirred for an hour at room temperature. The reaction mixture was evaporated and the residue was pulverized with diethyl ether and dried. Thus obtained product (3.2 g) was dissolved in an aqueous solution of sodium bicarbonate and ethyl acetate was ad... Yields the product C(=O)(O)CON=C(C(=O)NC1[C@@H]2N(C(=C(CS2)CSC2=NN=NN2CC#C)C(=O)O)C1=O)C1=NSC(=N1)N (7-[2-carboxymethoxyimino-2-(5-amino-1,2,4-thiadiazol-3-yl)acetamido]-3-[1-(2-propynyl)-1H-tetrazol-5-yl]thiomethyl-3-cephem-4-carboxylic acid). Reaction SMILES: C([O:5][C:6]([CH2:8][O:9][N:10]=[C:11]([C:37]1[N:41]=[C:40]([NH2:42])[S:39][N:38]=1)[C:12]([NH:14][CH:15]1[C:35](=[O:36])[N:17]2[C:18]([C:32]([OH:34])=[O:33])=[C:19]([CH2:22][S:23][C:24]3[N:28]([CH2:29][C:30]#[CH:31])[N:27]=[N:26][N:25]=3)[CH2:20][S:21][C@H:16]12)=[O:13])=[O:7])(C)(C)C.C(O)=O.Cl>C(=O)(O)[O-].[Na+]>[C:6]([CH2:8][O:9][N:10]=[C:11]([C:37]1[N:41]=[C:40]([NH2:42])[S:39][N:38]=1)[C:12]([NH:14][CH:15]1[C:35](=[O:36])[N:17]2[C:18]([C:32]([OH:34])=[O:33])=[C:19]([CH2:22][S:23][C:24]3[N:28]([CH2:29][C:30]#[CH:31])[N:27]=[N:26][N:25]=3)[CH2:20][S:21][C@H:16]12)=[O:13])([OH:7])=[O:5] |f:3.4|. Reactants: C(C)(C)(C)OC(=O)CON=C(C(=O)NC1[C@@H]2N(C(=C(CS2)CSC2=NN=NN2CC#C)C(=O)O)C1=O)C1=NSC(=N1)N (7-[2-tert-butoxycarbonylmethoxyimino-2-(5-amino-1,2,4-thiadiazol-3-yl)acetamido]-3-[1-(2-propynyl)-1H-tetrazol-5-yl]thiomethyl-3-cephem-4-carboxylic acid), C(=O)O (formic acid), Cl (hydrochloric acid), Cl (hydrochloric acid). Yield: 31.3%. The reactants are [NH4+].[Cl-] (NH4Cl), [H-].[Na+] (NaH), BrC=1C=CC(=C(C1)C(=O)C1=CC=C(C=C1)O)Cl ((5-bromo-2-chlorophenyl)(4-hydroxyphenyl)methanone), C(F)(F)(F)COS(=O)(=O)C(F)(F)F (CF3CH2OTf). The solvent is CN(C)C=O (DMF). Reaction conditions: time 1 hour. The product is BrC=1C=CC(=C(C1)C(=O)C1=CC=C(C=C1)OCC(F)(F)F)Cl ((5-bromo-2-chlorophenyl)(4-(2,2,2-trifluoroethoxy)phenyl)methanone). Yield: 63.8%. Reaction SMILES: [H-].[Na+].[Br:3][C:4]1[CH:5]=[CH:6][C:7]([Cl:19])=[C:8]([C:10]([C:12]2[CH:17]=[CH:16][C:15]([OH:18])=[CH:14][CH:13]=2)=[O:11])[CH:9]=1.[C:20]([CH2:24]OS(C(F)(F)F)(=O)=O)([F:23])([F:22])[F:21].[NH4+].[Cl-]>CN(C=O)C>[Br:3][C:4]1[CH:5]=[CH:6][C:7]([Cl:19])=[C:8]([C:10]([C:12]2[CH:17]=[CH:16][C:15]([O:18][CH2:24][C:20]([F:23])([F:22])[F:21])=[CH:14][CH:13]=2)=[O:11])[CH:9]=1 |f:0.1,4.5|. Procedure: At 0° C., NaH (1.6 g) was added into a solution of (5-bromo-2-chlorophenyl)(4-hydroxyphenyl)methanone (6.2 g) in dry DMF (40 mL). The mixture was stirred at room temperature for 1 h. Then CF3CH2OTf (9.3 g) was slowly added into the mixture at 0° C. The mixture was stirred at room temperature for 0.5 h. Saturated NH4Cl aqueous solution was added slowly into the mixture, and the mixture was extracted with EtOAc. The organic phases were combined, dried over Na2SO4 and concentrated to obtain the cru... Reactants: CO, CCOC(C)=O, [H][H], CCCCn1ccc([N+](=O)[O-])n1, [Pd]. The product is CCCCn1ccc(N)n1. Reaction SMILES: [CH3:13][OH:14].[CH3:17][CH2:18][O:19][C:20](=[O:21])[CH3:22].[H:15][H:16].[N+:1]([O-:2])(=[O:3])[c:4]1[n:5][n:6]([CH2:9][CH2:10][CH2:11][CH3:12])[cH:7][cH:8]1.[Pd:23]>>[NH2:1][c:4]1[n:5][n:6]([CH2:9][CH2:10][CH2:11][CH3:12])[cH:7][cH:8]1.